This data is from the Open Reaction Database (ORD), a public repository of structured organic reaction records. The task is: describe an organic reaction: reactants, conditions, products, and yield Reactants: C=CCc1c(OCCCCC(=S=O)C(=O)O)ccc(C(C)=O)c1O, CN1CCOCC1, CN(C)CCN, CC(C)COC(=O)Cl, ClCCl, Cl, C1CCOC1, O. Yields the product C=CCc1c(OCCCCC(=S=O)C(=O)NCCN(C)C)ccc(C(C)=O)c1O. Reaction SMILES: [C:8]([CH3:9])(=[O:10])[c:11]1[c:12]([OH:31])[c:13]([CH2:28][CH:29]=[CH2:30])[c:14]([O:15][CH2:16][CH2:17][CH2:18][CH2:19][C:20]([C:21](=[O:22])[OH:23])=[S:24]=[O:25])[cH:26][cH:27]1.[CH3:1][N:2]1[CH2:3][CH2:4][O:5][CH2:6][CH2:7]1.[CH3:40][N:41]([CH2:42][CH2:43][NH2:44])[CH3:45].[Cl:32][C:33]([O:34][CH2:35][CH:36]([CH3:37])[CH3:38])=[O:39].[Cl:48][CH2:49][Cl:50].[ClH:46].[O:51]1[CH2:52][CH2:53][CH2:54][CH2:55]1.[OH2:47]>>[C:8]([CH3:9])(=[O:10])[c:11]1[c:12]([OH:31])[c:13]([CH2:28][CH:29]=[CH2:30])[c:14]([O:15][CH2:16][CH2:17][CH2:18][CH2:19][C:20]([C:21](=[O:23])[NH:44][CH2:43][CH2:42][N:41]([CH3:40])[CH3:45])=[S:24]=[O:25])[cH:26][cH:27]1. Starting materials: IC=1C=C2C(=CC(=NC2=CC1)CO)C ((6-iodo-4-methylquinolin-2-yl)methanol), ClC1=CC=C(C=C1)C=1C=CC(=NC1)C#C (5-(4-chlorophenyl)-2-ethynylpyridine). Yields the product ClC1=CC=C(C=C1)C=1C=CC(=NC1)C#CC=1C=C2C(=CC(=NC2=CC1)CO)C ({6-[5-(4-chlorophenyl)pyridin-2-ylethynyl]-4-methylquinolin-2-yl}methanol). RXN SMILES: I[C:2]1[CH:3]=[C:4]2[C:9](=[CH:10][CH:11]=1)[N:8]=[C:7]([CH2:12][OH:13])[CH:6]=[C:5]2[CH3:14].[Cl:15][C:16]1[CH:21]=[CH:20][C:19]([C:22]2[CH:23]=[CH:24][C:25]([C:28]#[CH:29])=[N:26][CH:27]=2)=[CH:18][CH:17]=1>>[Cl:15][C:16]1[CH:17]=[CH:18][C:19]([C:22]2[CH:23]=[CH:24][C:25]([C:28]#[C:29][C:2]3[CH:3]=[C:4]4[C:9](=[CH:10][CH:11]=3)[N:8]=[C:7]([CH2:12][OH:13])[CH:6]=[C:5]4[CH3:14])=[N:26][CH:27]=2)=[CH:20][CH:21]=1. Procedure details: The product was obtained analogously to Example 7.1 e starting from (6-iodo-4-methylquinolin-2-yl)methanol and 5-(4-chlorophenyl)-2-ethynylpyridine. Yield: 50 mg (19% of theoretical); C24H17ClN2O (M=384.857); calc.: molpeak (M+H)+: 385/387 (Cl); found: molpeak (M+H)+: 385/387 (Cl); HPLC-MS: 5.50 minutes (method B). Starting materials: [OH-].[Na+] (NaOH), COC(C(C)(C)OC1=CC=C(C=C1)OCCC=1N=C(OC1C(F)(F)F)C1=CC=C(C=C1)C1=CC=CC=C1)=O (2-{4-[2-(2-biphenyl-4-yl-5-trifluoromethyloxazol-4-yl)-ethoxy]-phenoxy}-2-methyl-propionic acid methyl ester), Cl (HCl). The solvent is C(C)O (ethanol). Reaction conditions: temperature 50 celsius, time 1 hour. Product: C1(=CC=C(C=C1)C=1OC(=C(N1)CCOC1=CC=C(OC(C(=O)O)(C)C)C=C1)C(F)(F)F)C1=CC=CC=C1 (2-{4-[2-(2-Biphenyl-4-yl-5-Trifluoromethyloxazol-4-yl)-ethoxy]-phenoxy}-2-methyl-propionic acid). RXN SMILES: C[O:2][C:3](=[O:38])[C:4]([O:7][C:8]1[CH:13]=[CH:12][C:11]([O:14][CH2:15][CH2:16][C:17]2[N:18]=[C:19]([C:26]3[CH:31]=[CH:30][C:29]([C:32]4[CH:37]=[CH:36][CH:35]=[CH:34][CH:33]=4)=[CH:28][CH:27]=3)[O:20][C:21]=2[C:22]([F:25])([F:24])[F:23])=[CH:10][CH:9]=1)([CH3:6])[CH3:5].[OH-].[Na+].Cl>C(O)C>[C:29]1([C:32]2[CH:37]=[CH:36][CH:35]=[CH:34][CH:33]=2)[CH:28]=[CH:27][C:26]([C:19]2[O:20][C:21]([C:22]([F:25])([F:24])[F:23])=[C:17]([CH2:16][CH2:15][O:14][C:11]3[CH:12]=[CH:13][C:8]([O:7][C:4]([CH3:6])([CH3:5])[C:3]([OH:38])=[O:2])=[CH:9][CH:10]=3)[N:18]=2)=[CH:31][CH:30]=1 |f:1.2|. Reported procedure: A sample of 2-{4-[2-(2-biphenyl-4-yl-5-trifluoromethyloxazol-4-yl)-ethoxy]-phenoxy}-2-methyl-propionic acid methyl ester (141 mg, 0.21 mmol) was dissolved in ethanol (2 mL) followed by addition of 5.0 N NaOH (0.6 mL). The mixture was warmed with magnetic stirring at 50° C. for one hour. The reaction mixture was then allowed to cool to room temperature then acidified with 1.0 N HCl (3 mL) then extracted with methylene chloride (50 mL). The organic phase was separated, dried over sodium chloride a... Starting materials: C1(CC1)C1=C(C=NC=C1)N1C(C2=CC=C(C=C2CC1)F)=O (2-(4-cyclopropylpyridin-3-yl)-6-fluoro-3,4-dihydroisoquinolin-1(2H)-one), OS(=O)(=O)O (H2SO4), [N+](=O)([O-])[O-].[K+] (KNO3). Product: C1(CC1)C1=C(C=NC=C1)N1C(C2=CC(=C(C=C2CC1)F)[N+](=O)[O-])=O (2-(4-cyclopropylpyridin-3-yl)-6-fluoro-7-nitro-3,4-dihydroisoquinolin-1(2H)-one). Yield: 49.2%. As a reaction SMILES: [CH:1]1([C:4]2[CH:9]=[CH:8][N:7]=[CH:6][C:5]=2[N:10]2[CH2:19][CH2:18][C:17]3[C:12](=[CH:13][CH:14]=[C:15]([F:20])[CH:16]=3)[C:11]2=[O:21])[CH2:3][CH2:2]1.OS(O)(=O)=O.[N+:27]([O-])([O-:29])=[O:28].[K+]>>[CH:1]1([C:4]2[CH:9]=[CH:8][N:7]=[CH:6][C:5]=2[N:10]2[CH2:19][CH2:18][C:17]3[C:12](=[CH:13][C:14]([N+:27]([O-:29])=[O:28])=[C:15]([F:20])[CH:16]=3)[C:11]2=[O:21])[CH2:3][CH2:2]1 |f:2.3|. Procedure: 2-(4-Cyclopropylpyridin-3-yl)-6-fluoro-3,4-dihydroisoquinolin-1(2H)-one (81A: 700 mg, 2.482 mmol) was reacted with conc. H2SO4 (5 mL) and KNO3 (276 mg, 2.73 mmol) for 4 hours to afford 400 mg of the product (49.14% yield). The reactants are N1CCCCC1 (Piperidine), C(C)OC(=O)C1(CCN(CC1)C(=O)OC(C)(C)C)CCCBr (4-(3-bromopropyl)piperidine-1,4-dicarboxylic acid-1-tert-butyl ester-4-ethyl ester), O (water). The solvent is O1CCCC1 (tetrahydrofuran). Conditions: temperature 62.5 celsius. The product is C(C)OC(=O)C1(CCN(CC1)C(=O)OC(C)(C)C)CCCN1CCCCC1 (4-(3-piperidin-1-yl propyl)piperidine-1,4-dicarboxylic acid-1-tert-butyl ester-4-ethyl ester). RXN SMILES: [NH:1]1[CH2:6][CH2:5][CH2:4][CH2:3][CH2:2]1.[CH2:7]([O:9][C:10]([C:12]1([CH2:25][CH2:26][CH2:27]Br)[CH2:17][CH2:16][N:15]([C:18]([O:20][C:21]([CH3:24])([CH3:23])[CH3:22])=[O:19])[CH2:14][CH2:13]1)=[O:11])[CH3:8].O>O1CCCC1>[CH2:7]([O:9][C:10]([C:12]1([CH2:25][CH2:26][CH2:27][N:1]2[CH2:6][CH2:5][CH2:4][CH2:3][CH2:2]2)[CH2:17][CH2:16][N:15]([C:18]([O:20][C:21]([CH3:24])([CH3:23])[CH3:22])=[O:19])[CH2:14][CH2:13]1)=[O:11])[CH3:8]. Reported procedure: Piperidine (0.13 mL, 0.00132 mol) is added to a solution of 4-(3-bromopropyl)piperidine-1,4-dicarboxylic acid-1-tert-butyl ester-4-ethyl ester (0.1 gm, 0.00026 mol) in tetrahydrofuran (5 mL). The reaction mixture is heated at 60-65° C. for 3 hours. It is then cooled to room temperature, treated with demineralized water (12 mL) and extracted with ethyl acetate (2×20 mL). Combined extract is dried over sodium sulphate and concentrated under reduced pressure to get a crude residue which is purified... Starting materials: [BH4-], Cc1ccc2c(c1)C(=O)c1cccnc1CC2, CCO, [Na+], O. The product is Cc1ccc2c(c1)C(O)c1cccnc1CC2. Reaction SMILES: [BH4-:18].[CH3:1][c:2]1[cH:3][cH:4][c:5]2[c:6]([cH:17]1)[C:7](=[O:16])[c:8]1[c:9]([n:10][cH:11][cH:12][cH:13]1)[CH2:14][CH2:15]2.[CH3:21][CH2:22][OH:23].[Na+:19].[OH2:20]>>[CH3:1][c:2]1[cH:3][cH:4][c:5]2[c:6]([cH:17]1)[CH:7]([OH:16])[c:8]1[c:9]([n:10][cH:11][cH:12][cH:13]1)[CH2:14][CH2:15]2. Reactants: ClCCl, O=C(O)C(F)(F)F, CC(C)(C)OC(=O)NCC1CCC(O)CC1. Product: NCC1CCC(O)CC1. RXN SMILES: [Cl:24][CH2:25][Cl:26].[OH:17][C:18]([C:19]([F:20])([F:21])[F:22])=[O:23].[OH:1][CH:2]1[CH2:3][CH2:4][CH:5]([CH2:8][NH:9][C:10](=[O:11])[O:12][C:13]([CH3:14])([CH3:15])[CH3:16])[CH2:6][CH2:7]1>>[OH:1][CH:2]1[CH2:3][CH2:4][CH:5]([CH2:8][NH2:9])[CH2:6][CH2:7]1. The reactants are C(C)(C)(C)N=NC1(CCCCC1)N=C=O (1-t-butylazo-1-isocyanatocyclohexane), [N-]=C=O (isocyanate), C(C)NCC (diethylamine), carbonyl. Run in CCCCC (pentane). The product is C(C)(C)(C)N=NC1(CCCCC1)NC(=O)N(CC)CC (N-[1-(t-Butylazo)cyclohexyl]-N',N'-diethylurea). Reaction SMILES: [C:1]([N:5]=[N:6][C:7]1([N:13]=[C:14]=[O:15])[CH2:12][CH2:11][CH2:10][CH2:9][CH2:8]1)([CH3:4])([CH3:3])[CH3:2].[CH2:16]([NH:18][CH2:19][CH3:20])[CH3:17].[N-]=C=O>CCCCC>[C:1]([N:5]=[N:6][C:7]1([NH:13][C:14]([N:18]([CH2:19][CH3:20])[CH2:16][CH3:17])=[O:15])[CH2:12][CH2:11][CH2:10][CH2:9][CH2:8]1)([CH3:4])([CH3:2])[CH3:3]. Reported procedure: To 7.4 grams (0.0354 moles) of 1-t-butylazo-1-isocyanatocyclohexane stirred with a magnetic stirrer in a 50 ml erlenmeyer flask was added 2.49 grams (0.0354 moles) of diethylamine and the reaction mixture stirred at room temperature. When the reaction mixture became viscous pentane was added. The reaction mixture was stirred for 3 hours and the pentane evaporated under reduced pressure leaving a white wax weighing 10.0 grams (96% crude yield). The infrared spectrum of the product contained a str...